From a dataset of the Open Reaction Database (ORD), a public repository of structured organic reaction records. describe an organic reaction: reactants, conditions, products, and yield Reaction SMILES: [Br:1][c:2]1[cH:3][c:4]([F:9])[c:5]([OH:8])[cH:6][cH:7]1.[O:38]=[C:39]([O:40][CH2:41][CH3:42])[N:43]=[N:44][C:45]([O:46][CH2:47][CH3:48])=[O:49].[O:50]1[CH2:51][CH2:52][CH2:53][CH2:54]1.[OH:10][CH2:11][CH2:12][N:13]1[CH2:14][CH2:15][O:16][CH2:17][CH2:18]1.[c:19]1([P:20]([c:21]2[cH:22][cH:23][cH:24][cH:25][cH:26]2)[c:27]2[cH:28][cH:29][cH:30][cH:31][cH:32]2)[cH:33][cH:34][cH:35][cH:36][cH:37]1>>[Br:1][c:2]1[cH:3][c:4]([F:9])[c:5]([O:8][CH2:11][CH2:12][N:13]2[CH2:14][CH2:15][O:16][CH2:17][CH2:18]2)[cH:6][cH:7]1. The product is Fc1cc(Br)ccc1OCCN1CCOCC1. The reactants are Oc1ccc(Br)cc1F, CCOC(=O)N=NC(=O)OCC, C1CCOC1, OCCN1CCOCC1, c1ccc(P(c2ccccc2)c2ccccc2)cc1. Reactants: C1CCNCC1, ClCCl, CCOC(OCC)C(C)N(Cc1cccc2cccnc12)C(=O)C(CC(=O)OC(C)(C)C)NC(=O)OCC1c2ccccc2-c2ccccc21. The product is CCOC(OCC)C(C)N(Cc1cccc2cccnc12)C(=O)C(N)CC(=O)OC(C)(C)C. Reaction SMILES: [CH2:51]1[CH2:52][CH2:53][NH:54][CH2:55][CH2:56]1.[Cl:57][CH2:58][Cl:59].[cH:1]1[c:2]2[c:14]([cH:15][cH:16][cH:17]1)-[c:9]1[c:8]([cH:13][cH:12][cH:11][cH:10]1)[CH:3]2[CH2:4][O:5][C:6](=[O:7])[NH:18][CH:19]([CH2:20][C:21](=[O:22])[O:23][C:24]([CH3:25])([CH3:26])[CH3:27])[C:28](=[O:29])[N:30]([CH2:31][c:32]1[cH:33][cH:34][cH:35][c:36]2[cH:37][cH:38][cH:39][n:40][c:41]12)[CH:42]([CH:43]([O:44][CH2:45][CH3:46])[O:47][CH2:48][CH3:49])[CH3:50]>>[NH2:18][CH:19]([CH2:20][C:21](=[O:22])[O:23][C:24]([CH3:25])([CH3:26])[CH3:27])[C:28](=[O:29])[N:30]([CH2:31][c:32]1[cH:33][cH:34][cH:35][c:36]2[cH:37][cH:38][cH:39][n:40][c:41]12)[CH:42]([CH:43]([O:44][CH2:45][CH3:46])[O:47][CH2:48][CH3:49])[CH3:50].